This data is from the Open Reaction Database (ORD), a public repository of structured organic reaction records. The task is: describe an organic reaction: reactants, conditions, products, and yield The reactants are Cc1c[nH]cn1, CS(C)=O, CC(=O)c1ccc(Cl)nc1, [K+], [K+], O=C([O-])[O-], O. Product: CC(=O)c1ccc(-n2cnc(C)c2)nc1. Reaction SMILES: [CH3:11][c:12]1[n:13][cH:14][nH:15][cH:16]1.[CH3:24][S:25]([CH3:26])=[O:27].[Cl:1][c:2]1[cH:3][cH:4][c:5]([C:8]([CH3:9])=[O:10])[cH:6][n:7]1.[K+:17].[K+:18].[O-:19][C:20]([O-:21])=[O:22].[OH2:23]>>[c:2]1(-[n:15]2[cH:14][n:13][c:12]([CH3:11])[cH:16]2)[cH:3][cH:4][c:5]([C:8]([CH3:9])=[O:10])[cH:6][n:7]1. The reactants are C(C)OC(=O)C=1C=NN(C1)C1=NC2=CC=C(C=C2C(N1COCC[Si](C)(C)C)=O)I (1-[6-iodo-4-oxo-3-(2-trimethylsilanyl-ethoxymethyl)-3,4-dihydro-quinazolin-2-yl]-1H-pyrazole-4-carboxylic acid ethyl ester), product, FC1=CC=C(C=C1)B(O)O (4-fluorophenylboronic acid). Product: FC1=CC=C(C=C1)C=1C=C2C(NC(=NC2=CC1)N1N=CC(=C1)C(=O)O)=O (1-[6-(4-Fluoro-phenyl)-4-oxo-3,4-dihydro-quinazolin-2-yl]-1H-pyrazole-4-carboxylic acid). As a reaction SMILES: C([O:3][C:4]([C:6]1[CH:7]=[N:8][N:9]([C:11]2[N:20](COCC[Si](C)(C)C)[C:19](=[O:29])[C:18]3[C:13](=[CH:14][CH:15]=[C:16](I)[CH:17]=3)[N:12]=2)[CH:10]=1)=[O:5])C.[F:31][C:32]1[CH:37]=[CH:36][C:35](B(O)O)=[CH:34][CH:33]=1>>[F:31][C:32]1[CH:37]=[CH:36][C:35]([C:16]2[CH:17]=[C:18]3[C:13](=[CH:14][CH:15]=2)[N:12]=[C:11]([N:9]2[CH:10]=[C:6]([C:4]([OH:3])=[O:5])[CH:7]=[N:8]2)[NH:20][C:19]3=[O:29])=[CH:34][CH:33]=1. Procedure: The titled compound was prepared in a manner analogous to Example 69, steps C-E, using 1-[6-iodo-4-oxo-3-(2-trimethylsilanyl-ethoxymethyl)-3,4-dihydro-quinazolin-2-yl]-1H-pyrazole-4-carboxylic acid ethyl ester (Example 69 product from step B) and 4-fluorophenylboronic acid in step C. MS (ESI): mass calcd. for C18H11FN4O3, 350.1; m/z found, 351.1 [M+H]+. 1H NMR (600 MHz, DMSO-d6): 13.01 (br s, 1H), 12.92 (br s, 1H), 8.98 (s, 1H), 8.32 (s, 1H), 8.28 (s, 1H), 8.16 (dd, J=8.5, 2.2 Hz, 1H), 7.88-7.82...